Dataset: the Open Reaction Database (ORD), a public repository of structured organic reaction records. Task: describe an organic reaction: reactants, conditions, products, and yield The reactants are C=1C=CC2=C(C1)C(=O)NC=N2 (quinazolinone), BrCC1=CC=C(C=C1)C1=C(C=CC=C1)C#N (4-bromomethyl-2'-cyanobiphenyl). Product: C(CCC)C1=NC2=CC=CC=C2C(N1CC1=CC=C(C=C1)C1=C(C=CC=C1)C#N)=O (2-Butyl-3-[(2'-(cyano)biphen-4-yl)methyl]quinazolin-4(3H)-one). Reaction SMILES: [CH:1]1[CH:2]=[CH:3][C:4]2[N:11]=[CH:10][NH:9][C:7](=[O:8])[C:5]=2[CH:6]=1.Br[CH2:13][C:14]1[CH:19]=[CH:18][C:17]([C:20]2[CH:25]=[CH:24][CH:23]=[CH:22][C:21]=2[C:26]#[N:27])=[CH:16][CH:15]=1>>[CH2:2]([C:10]1[N:9]([CH2:13][C:14]2[CH:19]=[CH:18][C:17]([C:20]3[CH:25]=[CH:24][CH:23]=[CH:22][C:21]=3[C:26]#[N:27])=[CH:16][CH:15]=2)[C:7](=[O:8])[C:5]2[C:4](=[CH:3][CH:2]=[CH:1][CH:6]=2)[N:11]=1)[CH2:1][CH2:6][CH3:5]. Procedure: The quinazolinone prepared as described in Example 17 was alkylated with 4-bromomethyl-2'-cyanobiphenyl. The product was purified by MPLC Lobar C silica column eluting with 25% EtOAc/hexane. Rf 0.13 in 30% EtOAc/hexane. 1H-NMR (300 MHz, CDCl3): 8.32 (m, 1H), 7.84-7.59 (m, 7H), 5.46 (bs, 2H), 2.79 (3 line m, 2H), 1.80 (m, 2H), 1.44 (m, 2H), 0.94 (t, 3H). Reactants: CCO, Cl, CCOC(=O)CCc1ccc(OCc2cccc(OCC(C)=O)c2)c(F)c1, [Li+], [OH-], O, O. The product is CC(=O)COc1cccc(COc2ccc(CCC(=O)O)cc2F)c1. Reaction SMILES: [CH2:33]([OH:34])[CH3:35].[ClH:31].[F:1][c:2]1[cH:3][c:4]([CH2:21][CH2:22][C:23](=[O:24])[O:25][CH2:26][CH3:27])[cH:5][cH:6][c:7]1[O:8][CH2:9][c:10]1[cH:11][c:12]([O:16][CH2:17][C:18]([CH3:19])=[O:20])[cH:13][cH:14][cH:15]1.[Li+:30].[OH-:29].[OH2:28].[OH2:32]>>[F:1][c:2]1[cH:3][c:4]([CH2:21][CH2:22][C:23](=[O:24])[OH:25])[cH:5][cH:6][c:7]1[O:8][CH2:9][c:10]1[cH:11][c:12]([O:16][CH2:17][C:18]([CH3:19])=[O:20])[cH:13][cH:14][cH:15]1. As a reaction SMILES: Cl[CH2:2][C:3]([NH:5][C:6]1[CH:11]=[CH:10][C:9]([O:12]C)=[CH:8][CH:7]=1)=[O:4].[Cl-].[Cl-].[Cl-].[Al+3]>>[OH:12][C:9]1[CH:8]=[C:7]2[C:6](=[CH:11][CH:10]=1)[NH:5][C:3](=[O:4])[CH2:2]2 |f:1.2.3.4|. Procedure details: 2-chloro-N-(4-methoxyphenyl)-acetamide (10 g) and Anhydrous aluminum trichloride (17 g) was heated to 120° C. for 15 minutes and then heated to 240° C. for 1 hour. The reaction was cooled to room temperature and quenched with ice water and Concentrate hydrochloride acid, and extracted with ethyl acetate (5×). Organic layers combined and dried over magnesium sulfate, filtered and concentrated in vacuo. The crude solid was flash chromatography (silica, ethyl acetate) to give product. Run at temperature 240 celsius. The reactants are ClCC(=O)NC1=CC=C(C=C1)OC (2-chloro-N-(4-methoxyphenyl)-acetamide), [Cl-].[Cl-].[Cl-].[Al+3] (aluminum trichloride). Yields the product OC=1C=C2CC(NC2=CC1)=O (5-hydroxyoxindole). The reactants are P(=O)(Cl)(Cl)Cl (phosphorous oxychloride), ClC(COC1=CC=CC2=C1C(C=C(O2)C(=O)N)=O)COC2=CC=CC1=C2C(C=C(O1)C(=O)N)=O (5,5'-[(2-chlorotrimethylene) dioxy]bis[4-oxo-4H-1-benzopyran-2-carboxamide]), ice water. Run in CN(C=O)C (N,N-dimethylformamide). Yields the product ClC(COC1=CC=CC2=C1C(C=C(O2)C#N)=O)COC2=CC=CC1=C2C(C=C(O1)C#N)=O (5,5'-[(2-chlorotrimethylene)dioxy]bis[4-oxo-4H-1-benzopyran-2-carbonitrile]). Reaction SMILES: P(Cl)(Cl)(Cl)=O.[Cl:6][CH:7]([CH2:24][O:25][C:26]1[C:31]2[C:32](=[O:39])[CH:33]=[C:34]([C:36]([NH2:38])=O)[O:35][C:30]=2[CH:29]=[CH:28][CH:27]=1)[CH2:8][O:9][C:10]1[C:15]2[C:16](=[O:23])[CH:17]=[C:18]([C:20]([NH2:22])=O)[O:19][C:14]=2[CH:13]=[CH:12][CH:11]=1>CN(C)C=O>[Cl:6][CH:7]([CH2:8][O:9][C:10]1[C:15]2[C:16](=[O:23])[CH:17]=[C:18]([C:20]#[N:22])[O:19][C:14]=2[CH:13]=[CH:12][CH:11]=1)[CH2:24][O:25][C:26]1[C:31]2[C:32](=[O:39])[CH:33]=[C:34]([C:36]#[N:38])[O:35][C:30]=2[CH:29]=[CH:28][CH:27]=1. Procedure details: To 120 parts of N,N-dimethylformamide was slowly added 5 parts of phosphorous oxychloride with stirring and ice-cooling. Then 10 parts of 5,5'-[(2-chlorotrimethylene) dioxy]bis[4-oxo-4H-1-benzopyran-2-carboxamide] were added to the solution, in small quantities, and the reaction mixture was stirred at room temperature for 60 hours. The resulting dark solution was poured into 500 parts of ice/water and the precipitated solid was filtered, washed with water and dried to give 6.8 parts of a brown p... Reactants: CCC1C=C(C)CC(C)CC(OC)C2OC(O)(C(=O)C(=O)N3CCCCC3C(=O)OC(C(C)=CC3CCC(=O)C(OC)C3)C(C)C(O[Si](C(C)C)(C(C)C)C(C)C)CC1=O)C(C)CC2OC, CC#N. Product: CCC1C=C(C)CC(C)CC(OC)C2OC(O)(C(=O)C(=O)N3CCCCC3C(=O)OC(C(C)=CC3CCC(=O)C(OC)C3)C(C)C(O)CC1=O)C(C)CC2OC. RXN SMILES: [CH2:1]([CH3:2])[CH:3]1[C:4](=[O:66])[CH2:5][CH:6]([O:55][Si:56]([CH:57]([CH3:58])[CH3:59])([CH:60]([CH3:61])[CH3:62])[CH:63]([CH3:64])[CH3:65])[CH:7]([CH3:54])[CH:8]([C:42](=[CH:43][CH:44]2[CH2:45][CH:46]([O:51][CH3:52])[C:47](=[O:50])[CH2:48][CH2:49]2)[CH3:53])[O:9][C:10](=[O:41])[CH:11]2[CH2:12][CH2:13][CH2:14][CH2:15][N:16]2[C:17](=[O:40])[C:18](=[O:39])[C:19]2([OH:38])[CH:20]([CH3:37])[CH2:21][CH:22]([O:35][CH3:36])[CH:23]([CH:24]([O:32][CH3:33])[CH2:25][CH:26]([CH3:31])[CH2:27][C:28]([CH3:30])=[CH:29]1)[O:34]2.[CH3:67][C:68]#[N:69]>>[CH2:1]([CH3:2])[CH:3]1[C:4](=[O:66])[CH2:5][CH:6]([OH:55])[CH:7]([CH3:54])[CH:8]([C:42](=[CH:43][CH:44]2[CH2:45][CH:46]([O:51][CH3:52])[C:47](=[O:50])[CH2:48][CH2:49]2)[CH3:53])[O:9][C:10](=[O:41])[CH:11]2[CH2:12][CH2:13][CH2:14][CH2:15][N:16]2[C:17](=[O:40])[C:18](=[O:39])[C:19]2([OH:38])[CH:20]([CH3:37])[CH2:21][CH:22]([O:35][CH3:36])[CH:23]([CH:24]([O:32][CH3:33])[CH2:25][CH:26]([CH3:31])[CH2:27][C:28]([CH3:30])=[CH:29]1)[O:34]2. Reactants: CC(CCCC(C)(C)O)CC=O (hydroxycitronellal), C#C (acetylene), CC(=O)C (acetone). Product: CC(CC=CC(C)=O)CCCC(C)(O)C (6,10-dimethylundeca-3-en-2-on-10-ol). Reaction SMILES: [CH3:1][CH:2]([CH2:10][CH:11]=O)[CH2:3][CH2:4][CH2:5][C:6]([OH:9])([CH3:8])[CH3:7].C#C.[CH3:15][C:16]([CH3:18])=[O:17]>>[CH3:1][CH:2]([CH2:3][CH2:4][CH2:5][C:6]([CH3:7])([OH:9])[CH3:8])[CH2:10][CH:11]=[CH:15][C:16](=[O:17])[CH3:18]. Reported procedure: The ethynylation of 212 g of 6,10-dimethylundeca-3-en-2-on-10-ol obtained by aldol condensation of hydroxycitronellal and acetone with acetylene was worked out in the same manner as in example 9 except that hydroxycitronellal was used in place of pseudoionone and 269 g of a crude product was thus obtained.